describe an organic reaction: reactants, conditions, products, and yield From a dataset of the Open Reaction Database (ORD), a public repository of structured organic reaction records. Starting materials: C(C=C)N(CC=C)CC1=NOC(=N1)C=1N=CN2C1[C@H]1N(C(C3=C2C=CC=C3)=O)CCC1 ((S)-1-(3-diallylaminomethyl-1,2,4-oxadiazol-5-yl)-11,12,13,13a-tetrahydro-9H-imidazo[1,5-a]pyrrolo[2,1-c][1,4]benzodiazepin-9-one). Reagents/catalysts: [Pd] (palladium-charcoal). Solvent: CO (methanol). Product: C(CC)N(CCC)CC1=NOC(=N1)C=1N=CN2C1[C@H]1N(C(C3=C2C=CC=C3)=O)CCC1 ((S)-1-(3-dipropylaminomethyl-1,2,4-oxadiazol-5-yl)-11,12,13,13a-tetrahydro-9H-imidazo[1,5-a]pyrrolo[2,1-c][1,4]benzodiazepin-9-one). Yield: 59.5%. Reaction SMILES: [CH2:1]([N:4]([CH2:8][C:9]1[N:13]=[C:12]([C:14]2[N:15]=[CH:16][N:17]3[C:23]4[CH:24]=[CH:25][CH:26]=[CH:27][C:22]=4[C:21](=[O:28])[N:20]4[CH2:29][CH2:30][CH2:31][C@H:19]4[C:18]=23)[O:11][N:10]=1)[CH2:5][CH:6]=[CH2:7])[CH:2]=[CH2:3]>CO.[Pd]>[CH2:1]([N:4]([CH2:8][C:9]1[N:13]=[C:12]([C:14]2[N:15]=[CH:16][N:17]3[C:23]4[CH:24]=[CH:25][CH:26]=[CH:27][C:22]=4[C:21](=[O:28])[N:20]4[CH2:29][CH2:30][CH2:31][C@H:19]4[C:18]=23)[O:11][N:10]=1)[CH2:5][CH2:6][CH3:7])[CH2:2][CH3:3]. Procedure: 1.8 g (4 mmol) of (S)-1-(3-diallylaminomethyl-1,2,4-oxadiazol-5-yl)-11,12,13,13a-tetrahydro-9H-imidazo[1,5-a]pyrrolo[2,1-c][1,4]benzodiazepin-9-one were dissolved in 50 ml of methanol and hydrogenated at normal pressure and room temperature in the presence of 60 mg of 5% palladium-charcoal. The catalyst was separated and the solution was evaporated. By chromatography of the residue on silica gel while eluting with methylene chloride/methanol 19.5/0.5 there was obtained 1 g (60%) of (S)-1-(3-dipr...